From a dataset of the Open Reaction Database (ORD), a public repository of structured organic reaction records. describe an organic reaction: reactants, conditions, products, and yield The reactants are [OH-].[Na+] (NaOH), ClC(COC(=O)Cl)(Cl)Cl (2,2,2-trichloroethylchloroformate), NC1=CC(=NN1C=1C=CC(=C(C1)CO)O[Si](C(C)C)(C(C)C)C(C)C)C(C)(C)C ([5-(5-Amino-3-tert-butyl-pyrazol-1-yl)-2-triisopropylsilanyloxy-phenyl]-methanol), [OH-].[Na+] (NaOH), ClC(COC(=O)Cl)(Cl)Cl (2,2,2-trichloroethylchloroformate). The solvent is CCOC(=O)C (EtOAc), O (water), CCOC(=O)C (EtOAc). Run at time 8 hour. Product: ClC(COC(NC=1N(N=C(C1)C(C)(C)C)C1=CC(=C(C=C1)O[Si](C(C)C)(C(C)C)C(C)C)CO)=O)(Cl)Cl ([5-tert-Butyl-2-(3-hydroxymethyl-4-triisopropylsilanyloxy-phenyl)-2H-pyrazol-3-yl]-carbamic acid 2,2,2-trichloro-ethyl ester). Isolated yield 82.4%. As a reaction SMILES: [NH2:1][C:2]1[N:6]([C:7]2[CH:8]=[CH:9][C:10]([O:15][Si:16]([CH:23]([CH3:25])[CH3:24])([CH:20]([CH3:22])[CH3:21])[CH:17]([CH3:19])[CH3:18])=[C:11]([CH2:13][OH:14])[CH:12]=2)[N:5]=[C:4]([C:26]([CH3:29])([CH3:28])[CH3:27])[CH:3]=1.[OH-].[Na+].[Cl:32][C:33]([Cl:40])([Cl:39])[CH2:34][O:35][C:36](Cl)=[O:37]>CCOC(C)=O.O>[Cl:32][C:33]([Cl:40])([Cl:39])[CH2:34][O:35][C:36](=[O:37])[NH:1][C:2]1[N:6]([C:7]2[CH:8]=[CH:9][C:10]([O:15][Si:16]([CH:20]([CH3:21])[CH3:22])([CH:23]([CH3:25])[CH3:24])[CH:17]([CH3:18])[CH3:19])=[C:11]([CH2:13][OH:14])[CH:12]=2)[N:5]=[C:4]([C:26]([CH3:29])([CH3:28])[CH3:27])[CH:3]=1 |f:1.2|. Procedure: To a solution of Intermediate 61c (0.15 g, 0.36 mmol) in EtOAc (1.8 mL) was added 1N aqueous NaOH solution (0.6 mL, 0.60 mmol) followed by 2,2,2-trichloroethylchloroformate (54.0 μL, 0.40 mmol). The reaction was stirred at RT overnight then treated with another portion of 1N aqueous NaOH solution (0.3 mL, 0.30 mmol) followed by 2,2,2-trichloroethylchloroformate (27.0 μL, 0.20 mmol). After stirring for another 4 h, the mixture was diluted with EtOAc and water. The aqueous layer was then extracted...